Dataset: the Open Reaction Database (ORD), a public repository of structured organic reaction records. Task: describe an organic reaction: reactants, conditions, products, and yield The reactants are CC1NC(CCC1)C (2,6-Dimethylpiperidine), C(C)(C)(C)OC(NC1=NC(=CC=C1)CBr)=O ((6-bromomethyl-pyridin-2-yl)-carbamic acid tert-butyl ester). Run in CN(C)C=O (DMF). Conditions: temperature 50 celsius, time 18 hour. Product: C(C)(C)(C)OC(NC1=NC(=CC=C1)CN1C(CCCC1C)C)=O ([6-(2,6-Dimethyl-piperidin-1-ylmethyl)-pyridin-2-yl]-carbamic acid tert-butyl ester). As a reaction SMILES: [CH3:1][CH:2]1[CH2:7][CH2:6][CH2:5][CH:4]([CH3:8])[NH:3]1.[C:9]([O:13][C:14](=[O:24])[NH:15][C:16]1[CH:21]=[CH:20][CH:19]=[C:18]([CH2:22]Br)[N:17]=1)([CH3:12])([CH3:11])[CH3:10]>CN(C=O)C>[C:9]([O:13][C:14](=[O:24])[NH:15][C:16]1[CH:21]=[CH:20][CH:19]=[C:18]([CH2:22][N:3]2[CH:4]([CH3:8])[CH2:5][CH2:6][CH2:7][CH:2]2[CH3:1])[N:17]=1)([CH3:12])([CH3:11])[CH3:10]. Procedure details: 2,6-Dimethylpiperidine (0.24 mL, 1.74 mmol) was added to a solution of (6-bromomethyl-pyridin-2-yl)-carbamic acid tert-butyl ester (250 mg, 0.87 mmol) in DMF (10 mL) followed by heating at 50° C. and the resulting mixture was stirred for 18 h. The resulting mixture was partitioned between water (10 mL) and CHCl3 (20 mL). The organic layer was washed with H3O, brine, and dried over MgSO4. Concentration in vacuo gave a pale yellow solid. MS m/z: 320.3 (M+H). Calc'd. for C18H29N3O2-319.23. The reactants are C(C)=O (acetaldehyde), [Cl-].[NH4+] (ammonium chloride), CCCCCC (hexane), C(C)(C)(C)OC(NC1=C(C=CC(=C1)C(F)(F)F)Br)=O ((2-Bromo-5-trifluoromethyl-phenyl)-carbamic acid tert-butyl ester). Solvent: C1CCOC1 (THF), O (water). Run at temperature -78 celsius, time 15 minute. Yields the product C(C)(C)(C)OC(NC1=C(C=CC(=C1)C(F)(F)F)C(C)O)=O ([2-(1-Hydroxy-ethyl)-5-trifluoromethyl-phenyl]-carbamic acid tert-butyl ester). The yield is 58.3%. RXN SMILES: CCCCCC.[C:7]([O:11][C:12](=[O:25])[NH:13][C:14]1[CH:19]=[C:18]([C:20]([F:23])([F:22])[F:21])[CH:17]=[CH:16][C:15]=1Br)([CH3:10])([CH3:9])[CH3:8].[CH:26](=[O:28])[CH3:27].[Cl-].[NH4+]>C1COCC1.O>[C:7]([O:11][C:12](=[O:25])[NH:13][C:14]1[CH:19]=[C:18]([C:20]([F:23])([F:22])[F:21])[CH:17]=[CH:16][C:15]=1[CH:26]([OH:28])[CH3:27])([CH3:10])([CH3:9])[CH3:8] |f:3.4|. Procedure details: At −78° C. under nitrogen 1.6 M butyllithium solution in hexane (13.8 ml, 20 mmol) were added dropwise to (2-Bromo-5-trifluoromethyl-phenyl)-carbamic acid tert-butyl ester (3.4 g, 10 mmol) in THF (60 ml). The reaction was stirred for 15 minutes at −78° C. and acetaldehyde (881 mg, 20 mmol) was added dropwise. After stirring for 15 minutes at −78° C. saturated aqueous ammonium chloride solution was added and the reaction was allowed to warm to room temperature. The reaction was diluted with water... The reactants are C(C)C1=CC=C(CNC2CCN(CC2)CCN2C(C=NC3=CC=C(C=C23)F)=O)C=C1 (1-(2-(4-(4-ethylbenzylamino)piperidin-1-yl)ethyl)-7-fluoroquinoxalin-2(1H)-one), Cl.C(C)(=O)OCC (hydrogen chloride ethyl acetate). The solvent is C(C)(=O)OCC (ethyl acetate). Conditions: time 10 minute. Product: Cl.C(C)C1=CC=C(CNC2CCN(CC2)CCN2C(C=NC3=CC=C(C=C23)F)=O)C=C1 (1-(2-(4-(4-ethylbenzylamino)piperidin-1-yl)ethyl)-7-fluoroquinoxalin-2(1H)-one hydrochloride). RXN SMILES: [CH2:1]([C:3]1[CH:30]=[CH:29][C:6]([CH2:7][NH:8][CH:9]2[CH2:14][CH2:13][N:12]([CH2:15][CH2:16][N:17]3[C:26]4[C:21](=[CH:22][CH:23]=[C:24]([F:27])[CH:25]=4)[N:20]=[CH:19][C:18]3=[O:28])[CH2:11][CH2:10]2)=[CH:5][CH:4]=1)[CH3:2].[ClH:31].C(OCC)(=O)C>C(OCC)(=O)C>[ClH:31].[CH2:1]([C:3]1[CH:4]=[CH:5][C:6]([CH2:7][NH:8][CH:9]2[CH2:10][CH2:11][N:12]([CH2:15][CH2:16][N:17]3[C:26]4[C:21](=[CH:22][CH:23]=[C:24]([F:27])[CH:25]=4)[N:20]=[CH:19][C:18]3=[O:28])[CH2:13][CH2:14]2)=[CH:29][CH:30]=1)[CH3:2] |f:1.2,4.5|. Reported procedure: To 10 mL of an ethyl acetate solution containing 1-(2-(4-(4-ethylbenzylamino)piperidin-1-yl)ethyl)-7-fluoroquinoxalin-2(1H)-one, 1 mL of 4 mol/L hydrogen chloride/ethyl acetate was added, and stirred at room temperature for 10 min. The resulting solid was filtered to give 292 mg of 1-(2-(4-(4-ethylbenzylamino)piperidin-1-yl)ethyl)-7-fluoroquinoxalin-2(1H)-one hydrochloride as a pale brown solid. The reactants are OC(C1=CC(=CC=C1)C(=O)OC)C1=NC(=CC=C1)\C=C\C(CCCCCCCC)O (2-[(1RS)-1-hydroxy-1-(3-methoxycarbonylphenyl)-methyl]-6-[(1E)-(3RS)-3-hydroxy-1-undecenyl]-pyridine), 0.5, [OH-].[Na+] (sodium hydroxide). Run in CO (methanol). The product is OC(C1=CC(=CC=C1)C(=O)O)C1=NC(=CC=C1)\C=C\C(CCCCCCCC)O (2-[(1RS)-1-Hydroxy- 1-(3-carboxyphenyl)-methyl]-6-[(1E)-(3RS)-3-hydroxy-1-undecenyl]-pyridine). Yield: 51.8%. RXN SMILES: [OH:1][CH:2]([C:13]1[CH:18]=[CH:17][CH:16]=[C:15](/[CH:19]=[CH:20]/[CH:21]([OH:30])[CH2:22][CH2:23][CH2:24][CH2:25][CH2:26][CH2:27][CH2:28][CH3:29])[N:14]=1)[C:3]1[CH:8]=[CH:7][CH:6]=[C:5]([C:9]([O:11]C)=[O:10])[CH:4]=1.[OH-].[Na+]>CO>[OH:1][CH:2]([C:13]1[CH:18]=[CH:17][CH:16]=[C:15](/[CH:19]=[CH:20]/[CH:21]([OH:30])[CH2:22][CH2:23][CH2:24][CH2:25][CH2:26][CH2:27][CH2:28][CH3:29])[N:14]=1)[C:3]1[CH:8]=[CH:7][CH:6]=[C:5]([C:9]([OH:11])=[O:10])[CH:4]=1 |f:1.2|. Reported procedure: Under the conditions of example 2, 80 mg of 2-[(1RS)-1-hydroxy-1-(3-methoxycarbonylphenyl)-methyl]-6-[(1E)-(3RS)-3-hydroxy-1-undecenyl]-pyridine in 4 ml of methanol is saponified with 4 ml of 0.5 n sodium hydroxide solution and worked up. 40 mg of the title compound is obtained as colorless foam. Reactants: NCCc1ccccn1, CN(C(=O)Oc1ccc(C(=O)ON2C(=O)CCC2=O)cc1)c1ccccc1. The product is CN(C(=O)Oc1ccc(C(=O)NCCc2ccccn2)cc1)c1ccccc1. As a reaction SMILES: [NH2:28][CH2:29][CH2:30][c:31]1[n:32][cH:33][cH:34][cH:35][cH:36]1.[O:1]=[C:2]1[CH2:3][CH2:4][C:5](=[O:6])[N:7]1[O:8][C:9]([c:10]1[cH:11][cH:12][c:13]([O:16][C:17]([N:18]([c:19]2[cH:20][cH:21][cH:22][cH:23][cH:24]2)[CH3:25])=[O:26])[cH:14][cH:15]1)=[O:27]>>[C:9]([c:10]1[cH:11][cH:12][c:13]([O:16][C:17]([N:18]([c:19]2[cH:20][cH:21][cH:22][cH:23][cH:24]2)[CH3:25])=[O:26])[cH:14][cH:15]1)(=[O:27])[NH:28][CH2:29][CH2:30][c:31]1[n:32][cH:33][cH:34][cH:35][cH:36]1. The reactants are COC1=C(CNC2=NC3=CC=C(C=C3C=C2)CO)C=CC=C1 ([2-(2-Methoxy-benzylamino)-quinolin-6-yl]-methanol), N(=NC(=O)OC(C)C)C(=O)OC(C)C (Diisopropyl azodicarboxylate), C1(=CC=CC=C1)O (Phenol), C1(=CC=CC=C1)P(C1=CC=CC=C1)C1=CC=CC=C1 (triphenylphosphine). Run in O1CCCC1 (tetrahydrofurane). Conditions: time 8 hour. Product: COC1=C(CNC2=NC3=CC=C(C=C3C=C2)COC2=CC=CC=C2)C=CC=C1 ((2-Methoxy-benzyl)-(6-phenoxymethyl-quinolin-2-yl)-amine), solid. Yield: 41.0%. Reaction SMILES: [CH3:1][O:2][C:3]1[CH:22]=[CH:21][CH:20]=[CH:19][C:4]=1[CH2:5][NH:6][C:7]1[CH:16]=[CH:15][C:14]2[C:9](=[CH:10][CH:11]=[C:12]([CH2:17][OH:18])[CH:13]=2)[N:8]=1.[C:23]1(O)[CH:28]=[CH:27][CH:26]=[CH:25][CH:24]=1.C1(P(C2C=CC=CC=2)C2C=CC=CC=2)C=CC=CC=1.N(C(OC(C)C)=O)=NC(OC(C)C)=O>O1CCCC1>[CH3:1][O:2][C:3]1[CH:22]=[CH:21][CH:20]=[CH:19][C:4]=1[CH2:5][NH:6][C:7]1[CH:16]=[CH:15][C:14]2[C:9](=[CH:10][CH:11]=[C:12]([CH2:17][O:18][C:23]3[CH:28]=[CH:27][CH:26]=[CH:25][CH:24]=3)[CH:13]=2)[N:8]=1. Reported procedure: [2-(2-Methoxy-benzylamino)-quinolin-6-yl]-methanol (200 mg, 0.680 mmol) was dissolved in 13 mL tetrahydrofurane. Phenol (70 mg, 0.745 mmol) and triphenylphosphine (200 mg, 0.763 mmol) were added at room temperature. Diisopropyl azodicarboxylate (159 mg, 0.787 mmol) was slowly added at 0° C. The reaction mixture was stirred at room temperature overnight. The reaction mixture was quenched by addition of 50 mL 2N sodium carbonate. The mixture was extracted three times with dichloromethane (50 mL ea... As a reaction SMILES: Br[C:2]1[CH:9]=[CH:8][C:5]([C:6]#[N:7])=[C:4]([Cl:10])[CH:3]=1.[CH2:11]([C@@H:13]1[NH:17][C:16](=[O:18])[C:15]([F:20])([F:19])[C@@H:14]1[OH:21])[CH3:12].C1(P(C2C=CC=CC=2)C2C3OC4C(=CC=CC=4P(C4C=CC=CC=4)C4C=CC=CC=4)C(C)(C)C=3C=CC=2)C=CC=CC=1.C(=O)([O-])[O-].[Cs+].[Cs+]>C1C=CC(/C=C/C(/C=C/C2C=CC=CC=2)=O)=CC=1.C1C=CC(/C=C/C(/C=C/C2C=CC=CC=2)=O)=CC=1.C1C=CC(/C=C/C(/C=C/C2C=CC=CC=2)=O)=CC=1.[Pd].[Pd]>[Cl:10][C:4]1[CH:3]=[C:2]([N:17]2[C@@H:13]([CH2:11][CH3:12])[C@@H:14]([OH:21])[C:15]([F:20])([F:19])[C:16]2=[O:18])[CH:9]=[CH:8][C:5]=1[C:6]#[N:7] |f:3.4.5,6.7.8.9.10|. Starting materials: C1(=CC=CC=C1)P(C1=CC=CC=2C(C3=CC=CC(=C3OC12)P(C1=CC=CC=C1)C1=CC=CC=C1)(C)C)C1=CC=CC=C1 (4,5-bis(diphenylphosphino)-9,9-dimethylxanthene), C([O-])([O-])=O.[Cs+].[Cs+] (cesium carbonate), BrC1=CC(=C(C#N)C=C1)Cl (4-bromo-2-chlorobenzonitrile), C(C)[C@H]1[C@H](C(C(N1)=O)(F)F)O ((4R,5S)-5-ethyl-3,3-difluoro-4-hydroxypyrrolidin-2-one). The product is ClC1=C(C#N)C=CC(=C1)N1C(C([C@@H]([C@@H]1CC)O)(F)F)=O (2-chloro-4-[(4R,5S)-5-ethyl-3,3-difluoro-4-hydroxy-2-oxopyrrolidin-1-yl]benzonitrile), crystals. Isolated yield 10.0%. Procedure details: Using 4-bromo-2-chlorobenzonitrile (2.28 g), (4R,5S)-5-ethyl-3,3-difluoro-4-hydroxypyrrolidin-2-one (2.00 g), 4,5-bis(diphenylphosphino)-9,9-dimethylxanthene (954 mg), tris(dibenzylideneacetone)dipalladium(0) (554 mg) and cesium carbonate (4.84 g), and in the same manner as in Example 62, the title compound was obtained as pale-yellow crystals (yield: 153 mg, 10%). The reagents and catalysts are C=1C=CC(=CC1)/C=C/C(=O)/C=C/C2=CC=CC=C2.C=1C=CC(=CC1)/C=C/C(=O)/C=C/C2=CC=CC=C2.C=1C=CC(=CC1)/C=C/C(=O)/C=C/C2=CC=CC=C2.[Pd].[Pd] (tris(dibenzylideneacetone)dipalladium(0)). Starting materials: 4-(2,4-dichlorobenzyloxy)-acetoanilide, [OH-].[K+] (potassium hydroxide), OC1=CC=C(NC(C)=O)C=C1 (p-hydroxyacetoanilide), ClC1=C(CCl)C=CC(=C1)Cl (2,4-dichlorobenzyl chloride), [O-]CC.[Na+] (sodium ethoxide). Solvent: C(C)O (ethanol), C(C)O (ethanol). Yields the product ClC1=C(COC2=CC=C(N)C=C2)C=CC(=C1)Cl (4-(2,4-dichlorobenzyloxy)-aniline), crystals. Reaction SMILES: [OH:1][C:2]1[CH:11]=[CH:10][C:5]([NH:6]C(=O)C)=[CH:4][CH:3]=1.[Cl:12][C:13]1[CH:20]=[C:19]([Cl:21])[CH:18]=[CH:17][C:14]=1[CH2:15]Cl.[O-]CC.[Na+].[OH-].[K+]>C(O)C>[Cl:12][C:13]1[CH:20]=[C:19]([Cl:21])[CH:18]=[CH:17][C:14]=1[CH2:15][O:1][C:2]1[CH:3]=[CH:4][C:5]([NH2:6])=[CH:10][CH:11]=1 |f:2.3,4.5|. Procedure details: In ethanol, p-hydroxyacetoanilide is reacted with 2,4-dichlorobenzyl chloride in the presence of sodium ethoxide and the resultant 4-(2,4-dichlorobenzyloxy)-acetoanilide is treated with potassium hydroxide in ethanol, whereby 4-(2,4-dichlorobenzyloxy)-aniline is obtained as crystals melting at 70°-71° C. In a similar manner, the following compounds can be prepared from the corresponding substituted benzyl halide derivatives.